describe an organic reaction: reactants, conditions, products, and yield From a dataset of the Open Reaction Database (ORD), a public repository of structured organic reaction records. Reactants: stannous chloride, [N+](=O)([O-])C(C(C(C(=O)OC)C(=O)OC)C1=C(C=C(C=C1OC)OC)OC)C(=O)OC ((+)-trimethyl 3-nitro-2-(2,4,6-trimethoxyphenyl)propane-1,1,3-tricarboxylate). Reagents/catalysts: [Ni] (Raney nickel). The solvent is O1CCCC1 (tetrahydrofuran), O1CCCC1 (tetrahydrofuran). Yields the product O=C1C(C(C(N1)C(=O)OC)C1=C(C=C(C=C1OC)OC)OC)C(=O)OC ((+)-Dimethyl 5-oxo-3-(2,4,6-trimethoxyphenyl)pyrrolidine-2,4-dicarboxylate). Reaction SMILES: [N+:1]([CH:4]([C:27]([O:29][CH3:30])=[O:28])[CH:5]([C:15]1[C:20]([O:21][CH3:22])=[CH:19][C:18]([O:23][CH3:24])=[CH:17][C:16]=1[O:25][CH3:26])[CH:6]([C:11]([O:13][CH3:14])=[O:12])[C:7](OC)=[O:8])([O-])=O>[Ni].O1CCCC1>[O:8]=[C:7]1[NH:1][CH:4]([C:27]([O:29][CH3:30])=[O:28])[CH:5]([C:15]2[C:20]([O:21][CH3:22])=[CH:19][C:18]([O:23][CH3:24])=[CH:17][C:16]=2[O:25][CH3:26])[CH:6]1[C:11]([O:13][CH3:14])=[O:12]. Procedure: To a 1 L pressure reactor, tetrahydrofuran (100 mL) and Raney nickel (20 g) was added followed by the addition of a solution of (+)-trimethyl 3-nitro-2-(2,4,6-trimethoxyphenyl)propane-1,1,3-tricarboxylate (32 g, 0.074 mol) in tetrahydrofuran (300 mL). Under stirring, the reactor was purged three times with nitrogen followed by hydrogen. The reaction mixture was stirred overnight under a hydrogen pressure of 80 psi. At the end of the reaction, Raney nickel was filtered off and washed with tetrahy... The reactants are C(=O)(O)[O-].[Na+] (NaHCO3), CON1C(CC(CC1(C)C)=O)(C)C (1-Methoxy-2,2,6,6-tetramethyl-piperidin-4-one), CC(C)(C#N)O (acetone cyanhydrine), S(O)(O)(=O)=O (sulfuric acid). Solvent: C(C)(=O)O (acetic acid). Conditions: temperature 70 celsius, time 18 hour. Yields the product CON1C(CC2(C(NCO2)=O)CC1(C)C)(C)C (8-Methoxy-7,7,9,9-tetramethyl-1-oxa-3,8-diaza-spiro[4.5]decan-4-one). Reaction SMILES: [CH3:1][O:2][N:3]1[C:8]([CH3:10])([CH3:9])[CH2:7][C:6](=[O:11])[CH2:5][C:4]1([CH3:13])[CH3:12].CC(O)([C:17]#[N:18])C.S(=O)(=O)(O)O.[C:25]([O-:28])(O)=O.[Na+]>C(O)(=O)C>[CH3:1][O:2][N:3]1[C:8]([CH3:9])([CH3:10])[CH2:7][C:6]2([O:11][CH2:17][NH:18][C:25]2=[O:28])[CH2:5][C:4]1([CH3:13])[CH3:12] |f:3.4|. Procedure: 0.61 g of 1-Methoxy-2,2,6,6-tetramethyl-piperidin-4-one and 299 mg acetone cyanhydrine are dissolved in 1.76 g acetic acid and 0.7 g conc. sulfuric acid is added. The reaction mixture is stirred at 70° C. for 18 h. The reaction mixture is added to 40 ml saturated NaHCO3 solution, and extracted with 40 ml ethyl acetate. The organic phase is washed with H2O and subsequently dried over sodium sulfate. The solvent is removed in vacuo to leave 0.61 g of a tan residue. The residue is recrystallized fr... The reactants are O=C1N(CC2=C(C[C@H]1CC(=O)OCC(=O)N(C)C)C=CC(=C2)OCCC=2N=C1N(CCCN1C(=O)OC(C)(C)C)C2)CC(F)(F)F ((N,N-dimethylaminocarbonyl)methyl(4S)-3-oxo-8-[2-(8-tert-butoxycarbonyl-5,6,7,8-tetrahydroimidazo[1,2-a]pyrimidin-2-yl)ethoxy]-2-(2,2,2-trifluoroethyl)-2,3,4,5-tetrahydro-1H-2-benzazepin-4-acetate), Cl.O1CCOCC1 (hydrogen chloride 1,4-dioxane). Run in ClCCl (dichloromethane). Yields the product Cl.O=C1N(CC2=C(C[C@H]1CC(=O)OCC(=O)N(C)C)C=CC(=C2)OCCC=2N=C1N(CCCN1)C2)CC(F)(F)F ((N,N-Dimethylaminocarbonyl)methyl(4S)-3-oxo-8-[2-(5,6,7,8-tetrahydro-imidazo[1,2-a]pyrimidin-2-yl)ethoxy]-2-(2,2,2-trifluoroethyl)-2,3,4,5-tetrahydro-1H-2-benzazepin-4-acetate hydrochloride). Reaction conditions: time 19.5 hour. RXN SMILES: [O:1]=[C:2]1[C@H:8]([CH2:9][C:10]([O:12][CH2:13][C:14]([N:16]([CH3:18])[CH3:17])=[O:15])=[O:11])[CH2:7][C:6]2[CH:19]=[CH:20][C:21]([O:23][CH2:24][CH2:25][C:26]3[N:27]=[C:28]4[N:33](C(OC(C)(C)C)=O)[CH2:32][CH2:31][CH2:30][N:29]4[CH:41]=3)=[CH:22][C:5]=2[CH2:4][N:3]1[CH2:42][C:43]([F:46])([F:45])[F:44].[ClH:47].O1CCOCC1>ClCCl>[ClH:47].[O:1]=[C:2]1[C@H:8]([CH2:9][C:10]([O:12][CH2:13][C:14]([N:16]([CH3:18])[CH3:17])=[O:15])=[O:11])[CH2:7][C:6]2[CH:19]=[CH:20][C:21]([O:23][CH2:24][CH2:25][C:26]3[N:27]=[C:28]4[NH:33][CH2:32][CH2:31][CH2:30][N:29]4[CH:41]=3)=[CH:22][C:5]=2[CH2:4][N:3]1[CH2:42][C:43]([F:46])([F:45])[F:44] |f:1.2,4.5|. Reported procedure: To 4 mL of a dichloromethane solution containing 125 mg (0.192 mmol) of (N,N-dimethylaminocarbonyl)methyl(4S)-3-oxo-8-[2-(8-tert-butoxycarbonyl-5,6,7,8-tetrahydroimidazo[1,2-a]pyrimidin-2-yl)ethoxy]-2-(2,2,2-trifluoroethyl)-2,3,4,5-tetrahydro-1H-2-benzazepin-4-acetate obtained in Example 12-(a) was added 864 μL (3.46 mmol) of 4N hydrogen chloride/1,4-dioxane solution, and the resulting mixture was stirred under under argon gas atmosphere at room temperature for 19.5 hours. The reactants are CCCCN=C=O, [I-], [Na+], Cc1ccc(C)c(N2CCN(C(=O)C3CN3S(=O)(=O)c3ccccc3)CC2)c1. Product: CCCCN1C(=O)N(S(=O)(=O)c2ccccc2)CC1C(=O)N1CCN(c2cc(C)ccc2C)CC1. As a reaction SMILES: [CH2:31]([CH2:32][CH2:33][CH3:34])[N:35]=[C:36]=[O:37].[I-:30].[Na+:29].[c:1]1([S:7](=[O:8])(=[O:9])[N:10]2[CH:11]([C:13](=[O:14])[N:15]3[CH2:16][CH2:17][N:18]([c:21]4[c:22]([CH3:28])[cH:23][cH:24][c:25]([CH3:27])[cH:26]4)[CH2:19][CH2:20]3)[CH2:12]2)[cH:2][cH:3][cH:4][cH:5][cH:6]1>>[c:1]1([S:7](=[O:8])(=[O:9])[N:10]2[CH2:12][CH:11]([C:13](=[O:14])[N:15]3[CH2:16][CH2:17][N:18]([c:21]4[c:22]([CH3:28])[cH:23][cH:24][c:25]([CH3:27])[cH:26]4)[CH2:19][CH2:20]3)[N:35]([CH2:31][CH2:32][CH2:33][CH3:34])[C:36]2=[O:37])[cH:2][cH:3][cH:4][cH:5][cH:6]1. Starting materials: CO, NCCCCOn1cc(CN2CCCCC2)cn1, COc1c(N)c(=O)c1=O. Product: Nc1c(NCCCCOn2cc(CN3CCCCC3)cn2)c(=O)c1=O. Reaction SMILES: [CH3:28][OH:29].[N:1]1([CH2:7][c:8]2[cH:9][n:10][n:11]([O:13][CH2:14][CH2:15][CH2:16][CH2:17][NH2:18])[cH:12]2)[CH2:2][CH2:3][CH2:4][CH2:5][CH2:6]1.[NH2:19][c:20]1[c:21](=[O:27])[c:22](=[O:26])[c:23]1[O:24][CH3:25]>>[N:1]1([CH2:7][c:8]2[cH:9][n:10][n:11]([O:13][CH2:14][CH2:15][CH2:16][CH2:17][NH:18][c:23]3[c:20]([NH2:19])[c:21](=[O:27])[c:22]3=[O:26])[cH:12]2)[CH2:2][CH2:3][CH2:4][CH2:5][CH2:6]1.